From a dataset of the Open Reaction Database (ORD), a public repository of structured organic reaction records. describe an organic reaction: reactants, conditions, products, and yield The reactants are [Al+3], C1CCOC1, ClCCl, O=[Cr](=O)([O-])O[Cr](=O)(=O)[O-], [H-], [H-], [H-], [H-], [Li+], O=C(O)c1ccccc1Oc1ccccc1, OCc1ccccc1Oc1ccccc1, c1cc[nH+]cc1, c1cc[nH+]cc1. Product: O=Cc1ccccc1Oc1ccccc1. RXN SMILES: [Al+3:33].[CH2:38]1[O:39][CH2:40][CH2:41][CH2:42]1.[Cl:64][CH2:65][Cl:66].[Cr:43]([O:44][Cr:45]([O-:46])(=[O:47])=[O:48])([O-:49])(=[O:50])=[O:51].[H-:32].[H-:35].[H-:36].[H-:37].[Li+:34].[O:16]([c:17]1[cH:18][cH:19][cH:20][cH:21][c:22]1[C:23]([OH:24])=[O:25])[c:26]1[cH:27][cH:28][cH:29][cH:30][cH:31]1.[O:1]([c:2]1[cH:3][cH:4][cH:5][cH:6][cH:7]1)[c:8]1[c:9]([CH2:10][OH:11])[cH:12][cH:13][cH:14][cH:15]1.[nH+:52]1[cH:53][cH:54][cH:55][cH:56][cH:57]1.[nH+:58]1[cH:59][cH:60][cH:61][cH:62][cH:63]1>>[O:1]([c:2]1[cH:3][cH:4][cH:5][cH:6][cH:7]1)[c:8]1[c:9]([CH:10]=[O:11])[cH:12][cH:13][cH:14][cH:15]1. The reactants are C(CCC)(=O)C=1C=NC2=C(C=CC=C2C1Cl)C (3-Butyryl-4-chloro-8-methylquinoline), ClC1=CC(=C(N)C=C1)C (4-chloro-2-methylaniline). The solvent is O1CCOCC1 (dioxan). The product is C(CCC)(=O)C=1C=NC2=C(C=CC=C2C1NC1=C(C=C(C=C1)Cl)C)C (3-butyryl-4-(4-chloro-2-methylphenylamino)-8-methylquinoline). Isolated yield 41.4%. Reaction SMILES: [C:1]([C:6]1[CH:7]=[N:8][C:9]2[C:14]([C:15]=1Cl)=[CH:13][CH:12]=[CH:11][C:10]=2[CH3:17])(=[O:5])[CH2:2][CH2:3][CH3:4].[Cl:18][C:19]1[CH:25]=[CH:24][C:22]([NH2:23])=[C:21]([CH3:26])[CH:20]=1>O1CCOCC1>[C:1]([C:6]1[CH:7]=[N:8][C:9]2[C:14]([C:15]=1[NH:23][C:22]1[CH:24]=[CH:25][C:19]([Cl:18])=[CH:20][C:21]=1[CH3:26])=[CH:13][CH:12]=[CH:11][C:10]=2[CH3:17])(=[O:5])[CH2:2][CH2:3][CH3:4]. Procedure details: 3-Butyryl-4-chloro-8-methylquinoline (1.24 g, 5 mmol) and 4-chloro-2-methylaniline (1.06 g, 7.5 mmol) in dioxan (5 ml) were heated at reflux for 30 minutes, then allowed to cool. The product was filtered off, converted to free base, and recrystallised from methanol, to give 3-butyryl-4-(4-chloro-2-methylphenylamino)-8-methylquinoline (0.73 g), m.p. 166°-167°. The reactants are C(C=C)NC(=O)NC(C(CC1CCCC1)C1=CC(=C(C=C1)Cl)Cl)=O (1-allyl-3-[3-cyclopentyl-2-(3,4-dichloro-phenyl)-propionyl]-urea), C([O-])(O)=O.[Na+] (sodium bicarbonate), OO (hydrogen peroxide), solution, B.O1CCCC1 (borane tetrahydrofuran). Solvent: O1CCCC1 (tetrahydrofuran), C(C)O (ethanol). Run at temperature 0 celsius. Product: C1(CCCC1)CC(C(=O)NC(=O)NCC(C)O)C1=CC(=C(C=C1)Cl)Cl (1-[3-cyclopentyl-2-(3,4-dichloro-phenyl)-propionyl]-3-(2-hydroxy-propyl)-urea). The yield is 25.8%. Reaction SMILES: [CH2:1]([NH:4][C:5]([NH:7][C:8](=[O:24])[CH:9]([C:16]1[CH:21]=[CH:20][C:19]([Cl:22])=[C:18]([Cl:23])[CH:17]=1)[CH2:10][CH:11]1[CH2:15][CH2:14][CH2:13][CH2:12]1)=[O:6])[CH:2]=[CH2:3].B.[O:26]1CCCC1.C(=O)(O)[O-].[Na+].OO>O1CCCC1.C(O)C>[CH:11]1([CH2:10][CH:9]([C:16]2[CH:21]=[CH:20][C:19]([Cl:22])=[C:18]([Cl:23])[CH:17]=2)[C:8]([NH:7][C:5]([NH:4][CH2:1][CH:2]([OH:26])[CH3:3])=[O:6])=[O:24])[CH2:15][CH2:14][CH2:13][CH2:12]1 |f:1.2,3.4|. Procedure details: A solution of 1-allyl-3-[3-cyclopentyl-2-(3,4-dichloro-phenyl)-propionyl]-urea (prepared in Example 12B-e, 132 mg, 0.36 mmol) in tetrahydrofuran (10 mL) cooled to 0° C. was treated with a 1M solution of borane-tetrahydrofuran (0.7 mL, 0.72 mmol). The reaction mixture was allowed to warm from 0° C. to 25° C. over 1 h. At this time, the solution was re-cooled to 0° C. and treated with ethanol (2 mL) followed by the slow addition of a mixture of a saturated aqueous sodium bicarbonate solution (6 mL...